From a dataset of the Open Reaction Database (ORD), a public repository of structured organic reaction records. describe an organic reaction: reactants, conditions, products, and yield Reactants: Cl.C(C)(C)(C)OC(CNS(=O)(=O)C1=CC=C2C(=CN=C(C2=C1)NC(=N)N)Cl)=O (N-[(4-Chloro-1-guanidino-7-isoquinolinyl)sulphonyl]glycine t-butyl ester hydrochloride), C(F)(F)(F)C(=O)O (CF3CO2H). Run in C1(=CC=CC=C1)C (PhMe). Reaction conditions: time 1.5 hour. Yields the product FC(C(=O)O)(F)F.ClC1=CN=C(C2=CC(=CC=C12)S(=O)(=O)NCC(=O)O)NC(=N)N (N-[(4-chloro-1-guanidino-7-isoquinolinyl)sulphonyl]glycine trifluoroacetate). Reaction SMILES: Cl.C([O:6][C:7](=[O:28])[CH2:8][NH:9][S:10]([C:13]1[CH:22]=[C:21]2[C:16]([C:17]([Cl:27])=[CH:18][N:19]=[C:20]2[NH:23][C:24]([NH2:26])=[NH:25])=[CH:15][CH:14]=1)(=[O:12])=[O:11])(C)(C)C.[C:29]([C:33]([OH:35])=[O:34])([F:32])([F:31])[F:30]>C1(C)C=CC=CC=1>[F:30][C:29]([F:32])([F:31])[C:33]([OH:35])=[O:34].[Cl:27][C:17]1[C:16]2[C:21](=[CH:22][C:13]([S:10]([NH:9][CH2:8][C:7]([OH:28])=[O:6])(=[O:11])=[O:12])=[CH:14][CH:15]=2)[C:20]([NH:23][C:24]([NH2:26])=[NH:25])=[N:19][CH:18]=1 |f:0.1,4.5|. Procedure: N-[(4-Chloro-1-guanidino-7-isoquinolinyl)sulphonyl]glycine t-butyl ester hydrochloride (50 mg, 0.11 mmol) was dissolved in CF3CO2H (1.0 mL) and the mixture stirred at room temperature for 1.5 h. The mixture was diluted with PhMe and the solvents were evaporated in vacuo. The residue was triturated with Et2O and EtOAc to give N-[(4-chloro-1-guanidino-7-isoquinolinyl)sulphonyl]glycine trifluoroacetate (36 mg, 0.073 mmol) as a white powder. The reactants are ClC(Cl)Cl, CN1C(NCCCO)=NC(c2ccccc2)c2cc(Cl)ccc21, O=S(Cl)Cl. Product: CN1C(NCCCCl)=NC(c2ccccc2)c2cc(Cl)ccc21. Reaction SMILES: [CH:28]([Cl:29])([Cl:30])[Cl:31].[Cl:1][c:2]1[cH:3][c:4]2[c:9]([cH:10][cH:11]1)[N:8]([CH3:12])[C:7]([NH:13][CH2:14][CH2:15][CH2:16][OH:17])=[N:6][CH:5]2[c:18]1[cH:19][cH:20][cH:21][cH:22][cH:23]1.[S:24]([Cl:25])([Cl:26])=[O:27]>>[Cl:1][c:2]1[cH:3][c:4]2[c:9]([cH:10][cH:11]1)[N:8]([CH3:12])[C:7]([NH:13][CH2:14][CH2:15][CH2:16][Cl:26])=[N:6][CH:5]2[c:18]1[cH:19][cH:20][cH:21][cH:22][cH:23]1. Reactants: NC=1C=CC(=NC1)OC=1C=C2CCC(OC2=CC1)C1=CC=CC=C1 (5-amino-2-(2-phenylchroman-6-yloxy)pyridine), FC1=CC=C(C=C1)C1OC2=CC=C(C=C2CC1)OC1=NC=C(C=C1)[N+](=O)[O-] (2-[2-(4-fluorophenyl)chroman-6-yloxy]-5-nitropyridine). Product: FC1=CC=C(C=C1)C1OC2=CC=C(C=C2CC1)OC1=CC=C(C=N1)N (6-[2-(4-Fluorophenyl)chroman-6-yloxy]pyridin-3-ylamine). RXN SMILES: NC1C=CC(OC2C=C3C(=CC=2)OC(C2C=CC=CC=2)CC3)=NC=1.[F:25][C:26]1[CH:31]=[CH:30][C:29]([CH:32]2[CH2:41][CH2:40][C:39]3[C:34](=[CH:35][CH:36]=[C:37]([O:42][C:43]4[CH:48]=[CH:47][C:46]([N+:49]([O-])=O)=[CH:45][N:44]=4)[CH:38]=3)[O:33]2)=[CH:28][CH:27]=1>>[F:25][C:26]1[CH:31]=[CH:30][C:29]([CH:32]2[CH2:41][CH2:40][C:39]3[C:34](=[CH:35][CH:36]=[C:37]([O:42][C:43]4[N:44]=[CH:45][C:46]([NH2:49])=[CH:47][CH:48]=4)[CH:38]=3)[O:33]2)=[CH:28][CH:27]=1. Procedure details: 6-[2-(4-Fluorophenyl)chroman-6-yloxy]pyridin-3-ylamine was prepared as described for 5-amino-2-(2-phenylchroman-6-yloxy)pyridine in Example 26 starting from 3.04 g of 2-[2-(4-fluorophenyl)chroman-6-yloxy]-5-nitropyridine (Example 75(d)). 1H NMR (400 MHz, d6-DMSO) δ: 7.52-7.47 (m, 3H), 7.24 (m, 2H), 7.05 (dd, 1H, J 8.6, 3.0 Hz), 6.84-6.68 (m, 4H), 5.09 (dd, 1H, J 10.2, 2.1 Hz), 5.00 (bs, 2H), 2.93 (m, 1H), 2.69 (m, 1H), 2.13 (m, 1H), 1.98 (m, 1H). Reactants: CCOC(=O)CP(=O)(OCC)OCC, CC(=O)c1ccc2c(c1)CCCN2C(C)C, CN(C)C=O, [H-], [Na+], O. Product: CCOC(=O)C=C(C)c1ccc2c(c1)CCCN2C(C)C. RXN SMILES: [CH2:3]([O:4][P:5]([O:6][CH2:7][CH3:8])(=[O:9])[CH2:11][C:12](=[O:13])[O:14][CH2:15][CH3:16])[CH3:10].[CH3:17][CH:18]([CH3:19])[N:20]1[CH2:21][CH2:22][CH2:23][c:24]2[cH:25][c:26]([C:30]([CH3:31])=[O:32])[cH:27][cH:28][c:29]21.[CH3:34][N:35]([CH3:36])[CH:37]=[O:38].[H-:1].[Na+:2].[OH2:33]>>[CH:11]([C:12](=[O:13])[O:14][CH2:15][CH3:16])=[C:30]([c:26]1[cH:25][c:24]2[c:29]([cH:28][cH:27]1)[N:20]([CH:18]([CH3:17])[CH3:19])[CH2:21][CH2:22][CH2:23]2)[CH3:31].